describe an organic reaction: reactants, conditions, products, and yield From a dataset of the Open Reaction Database (ORD), a public repository of structured organic reaction records. Starting materials: C(C)(C)(C)OC(=O)N1CC(CCC1)C#C (3-Ethynyl-piperidine-1-carboxylic acid tert-butyl ester), IC1=CC=C(C=C1)F (1-Iodo-4-fluoro-benzene). The reagents and catalysts are [Cu]I (CuI), Cl[Pd]([P](C1=CC=CC=C1)(C2=CC=CC=C2)C3=CC=CC=C3)([P](C4=CC=CC=C4)(C5=CC=CC=C5)C6=CC=CC=C6)Cl (PdCl2(PPh3)2). Solvent: CCN(CC)CC (Et3N). Reaction conditions: temperature 60 celsius, time 1 hour. Yields the product C(C)(C)(C)OC(=O)N1CC(CCC1)C#CC1=CC=C(C=C1)F (3-(4-Fluoro-phenylethynyl)-piperidine-1-carboxylic acid tert-butyl ester). Isolated yield 86.7%. As a reaction SMILES: [C:1]([O:5][C:6]([N:8]1[CH2:13][CH2:12][CH2:11][CH:10]([C:14]#[CH:15])[CH2:9]1)=[O:7])([CH3:4])([CH3:3])[CH3:2].I[C:17]1[CH:22]=[CH:21][C:20]([F:23])=[CH:19][CH:18]=1>CCN(CC)CC.[Cu]I.Cl[Pd](Cl)([P](C1C=CC=CC=1)(C1C=CC=CC=1)C1C=CC=CC=1)[P](C1C=CC=CC=1)(C1C=CC=CC=1)C1C=CC=CC=1>[C:1]([O:5][C:6]([N:8]1[CH2:13][CH2:12][CH2:11][CH:10]([C:14]#[C:15][C:17]2[CH:22]=[CH:21][C:20]([F:23])=[CH:19][CH:18]=2)[CH2:9]1)=[O:7])([CH3:4])([CH3:3])[CH3:2] |^1:35,54|. Procedure details: To a suspension of CuI (4 mg, 0.02 mmol) in Et3N (1 ml) was added 3-Ethynyl-piperidine-1-carboxylic acid tert-butyl ester (80 mg, 0.38 mmol) followed by PdCl2(PPh3)2 (13 mg, 0.02 mmol) and 1-Iodo-4-fluoro-benzene (85 mg, 0.38 mmol). The mixture was stirred 1 h at R.T then heated to 60° C. for 12 h. Et3N was removed by evaporation. The product was purified by flash chromatography (DCM 100%) to give 0.1 g (89%) of 3-(4-Fluoro-phenylethynyl)-piperidine-1-carboxylic acid tert-butyl ester as a yellow...